This data is from the Open Reaction Database (ORD), a public repository of structured organic reaction records. The task is: describe an organic reaction: reactants, conditions, products, and yield As a reaction SMILES: [CH3:1][c:2]1[c:3](-[c:27]2[c:28]([C:33]([F:34])([F:35])[F:36])[cH:29][cH:30][cH:31][cH:32]2)[cH:4][cH:5][c:6]([C:8](=[O:9])[N:10]2[CH2:11][c:12]3[n:13]([c:21]([C:24](=[O:25])[OH:26])[cH:22][cH:23]3)[CH2:14][c:15]3[c:16]2[cH:17][cH:18][cH:19][cH:20]3)[cH:7]1.[CH3:37][NH:38][CH2:39][CH:40]([CH2:41][OH:42])[OH:43].[CH3:55][N:56]([CH3:57])[CH2:58][CH2:59][CH2:60][N:61]=[C:62]=[N:63][CH2:64][CH3:65].[CH3:80][CH2:81][O:82][C:83](=[O:84])[CH3:85].[CH:66]([N:67]([CH2:68][CH3:69])[CH:70]([CH3:71])[CH3:72])([CH3:73])[CH3:74].[CH:75]([N:76]([CH3:77])[CH3:78])=[O:79].[ClH:54].[OH:44][n:45]1[c:46]2[cH:47][cH:48][cH:49][cH:50][c:51]2[n:52][n:53]1>>[CH3:1][c:2]1[c:3](-[c:27]2[c:28]([C:33]([F:34])([F:35])[F:36])[cH:29][cH:30][cH:31][cH:32]2)[cH:4][cH:5][c:6]([C:8](=[O:9])[N:10]2[CH2:11][c:12]3[n:13]([c:21]([C:24](=[O:25])[N:38]([CH3:37])[CH2:39][CH:40]([CH2:41][OH:42])[OH:43])[cH:22][cH:23]3)[CH2:14][c:15]3[c:16]2[cH:17][cH:18][cH:19][cH:20]3)[cH:7]1. Reactants: Cc1cc(C(=O)N2Cc3ccc(C(=O)O)n3Cc3ccccc32)ccc1-c1ccccc1C(F)(F)F, CNCC(O)CO, CCN=C=NCCCN(C)C, CCOC(C)=O, CCN(C(C)C)C(C)C, CN(C)C=O, Cl, On1nnc2ccccc21. Yields the product Cc1cc(C(=O)N2Cc3ccc(C(=O)N(C)CC(O)CO)n3Cc3ccccc32)ccc1-c1ccccc1C(F)(F)F. Reactants: C(=O)C1CCN(CC1)C(=O)OCC1=CC=CC=C1 (Benzyl 4-formylpiperidine-1-carboxylate), O.C1(=CC=C(C=C1)S(=O)(=O)O)C (p-Toluenesulfonic acid monohydrate), C1=CC=CC=C1 (Benzene), CC(C=C)=O (But-3-en-2-one). Yields the product O=C1C=CC2(CCN(CC2)C(=O)OCC2=CC=CC=C2)CC1 (benzyl 9-oxo-3-azaspiro[5.5]undec-7-ene-3-carboxylate). Yield: 57.2%. As a reaction SMILES: [CH:1]([CH:3]1[CH2:8][CH2:7][N:6]([C:9]([O:11][CH2:12][C:13]2[CH:18]=[CH:17][CH:16]=[CH:15][CH:14]=2)=[O:10])[CH2:5][CH2:4]1)=O.O.C1(C)C=CC(S(O)(=O)=O)=CC=1.C1C=CC=CC=1.[CH3:37][C:38](=[O:41])[CH:39]=[CH2:40]>>[O:41]=[C:38]1[CH2:39][CH2:40][C:3]2([CH2:8][CH2:7][N:6]([C:9]([O:11][CH2:12][C:13]3[CH:18]=[CH:17][CH:16]=[CH:15][CH:14]=3)=[O:10])[CH2:5][CH2:4]2)[CH:1]=[CH:37]1 |f:1.2|. Procedure details: Benzyl 4-formylpiperidine-1-carboxylate (5.17 g, 20.907 mmol) and p-Toluenesulfonic acid monohydrate (0.398 g, 2.091 mmol) were stirred in Benzene (30.0 ml, 334.136 mmol) at 70° C. But-3-en-2-one (3.76 ml, 41.813 mmol) was added and the reaction mixture was refluxed o/n while removing water with dean-stark trap. After cooling the reaction mixture to rt, sat. NaHCO3 soln. was added and the organic layer was dried over Na2SO4 and evaporated. The resulting oil was purified by Biotage (SiO2, 250 g, ... Reactants: N(N)C1=CC2=C(N=N1)CCCCCC2 (3-Hydrazinyl-5,6,7,8,9,10-hexahydrocycloocta[c]pyridazine), C(#N)\N=C(\NC1=CC=C(C=C1)N1CCN(CC1)C1CCCCC1)/OC1=CC=CC=C1 ((Z)-phenyl N′-cyano-N-(4-(4-cyclohexylpiperazin-1-yl)phenyl)carbamimidate). Run in C(C)(C)O (isopropanol). The product is C1(CCCCC1)N1CCN(CC1)C1=CC=C(C=C1)NC1=NN(C(=N1)N)C1=CC2=C(N=N1)CCCCCC2 (N3-(4-(4-cyclohexylpiperazin-1-yl)phenyl)-1-(5,6,7,8,9,10-hexahydrocycloocta[c]pyridazin-3-yl)-1H-1,2,4-triazole-3,5-diamine), compound #16. RXN SMILES: [NH:1]([C:3]1[N:8]=[N:7][C:6]2[CH2:9][CH2:10][CH2:11][CH2:12][CH2:13][CH2:14][C:5]=2[CH:4]=1)[NH2:2].[C:15](/[N:17]=[C:18](\OC1C=CC=CC=1)/[NH:19][C:20]1[CH:25]=[CH:24][C:23]([N:26]2[CH2:31][CH2:30][N:29]([CH:32]3[CH2:37][CH2:36][CH2:35][CH2:34][CH2:33]3)[CH2:28][CH2:27]2)=[CH:22][CH:21]=1)#[N:16]>C(O)(C)C>[CH:32]1([N:29]2[CH2:30][CH2:31][N:26]([C:23]3[CH:22]=[CH:21][C:20]([NH:19][C:18]4[N:17]=[C:15]([NH2:16])[N:1]([C:3]5[N:8]=[N:7][C:6]6[CH2:9][CH2:10][CH2:11][CH2:12][CH2:13][CH2:14][C:5]=6[CH:4]=5)[N:2]=4)=[CH:25][CH:24]=3)[CH2:27][CH2:28]2)[CH2:33][CH2:34][CH2:35][CH2:36][CH2:37]1. Procedure details: 3-Hydrazinyl-5,6,7,8,9,10-hexahydrocycloocta[c]pyridazine (101 mg, 0.53 mmol) and (Z)-phenyl N′-cyano-N-(4-(4-cyclohexylpiperazin-1-yl)phenyl)carbamimidate (212 mg, 0.53 mmol) were suspended in isopropanol (3 mL) and subjected to microwave irradiation (150° C., 20 min). A portion of the crude product was purified by C-18 reversed phase hplc to give N3-(4-(4-cyclohexylpiperazin-1-yl)phenyl)-1-(5,6,7,8,9,10-hexahydrocycloocta[c]pyridazin-3-yl)-1H-1,2,4-triazole-3,5-diamine, compound #16, 17 mg. 1H... The product is COC1=CC=C(C=C1)SC(CC(=O)Cl)(C)C (3-(4-methoxy-phenylsulfanyl)-3-methyl-butyroyl chloride). Starting materials: COC1=CC=C(C=C1)SC(CC(=O)O)(C)C (3-(4-methoxy-pbenylsulfanyl)-3methyl-butyric acid), C(C(=O)Cl)(=O)Cl (oxalyl chloride). Run at time 4 hour. Procedure: To a solution of 3-(4-methoxy-pbenylsulfanyl)-3methyl-butyric acid (20.0 g. 83.2 mmol) in 250 mL of benzene at room temperature was added a solution of oxalyl chloride (15.84 g. 124.8 mmol) in 10 mi of benzene over 30 minutes. After 4 h, the solution was washed with ice cold 5% aqueous NaOH (CAUTION: a large volume of gas is released during this procedure) followed by ice cold H2O, and finally saturated aqueous NaCl. The solution was dried (Na2SO4) and concentrated under reduced pressure to give... Solvent: C1=CC=CC=C1 (benzene), C1=CC=CC=C1 (benzene). Reaction SMILES: [CH3:1][O:2][C:3]1[CH:8]=[CH:7][C:6]([S:9][C:10]([CH3:16])([CH3:15])[CH2:11][C:12](O)=[O:13])=[CH:5][CH:4]=1.C(Cl)(=O)C([Cl:20])=O>C1C=CC=CC=1>[CH3:1][O:2][C:3]1[CH:8]=[CH:7][C:6]([S:9][C:10]([CH3:16])([CH3:15])[CH2:11][C:12]([Cl:20])=[O:13])=[CH:5][CH:4]=1. Starting materials: CN1CCOCC1, CCCNC1CN(c2nc(C(C)C)c(C(=O)OCC)s2)C1, CCc1[nH]c(C(=O)O)nc1Cl, On1nnc2ccccc21. Yields the product CCCN(C(=O)c1nc(Cl)c(CC)[nH]1)C1CN(c2nc(C(C)C)c(C(=O)OCC)s2)C1. Reaction SMILES: [CH3:43][N:44]1[CH2:45][CH2:46][O:47][CH2:48][CH2:49]1.[CH:1]([CH3:2])([CH3:3])[c:4]1[n:5][c:6]([N:14]2[CH2:15][CH:16]([NH:18][CH2:19][CH2:20][CH3:21])[CH2:17]2)[s:7][c:8]1[C:9](=[O:10])[O:11][CH2:12][CH3:13].[Cl:22][c:23]1[n:24][c:25]([C:30](=[O:31])[OH:32])[nH:26][c:27]1[CH2:28][CH3:29].[OH:33][n:34]1[c:35]2[cH:36][cH:37][cH:38][cH:39][c:40]2[n:41][n:42]1>>[CH:1]([CH3:2])([CH3:3])[c:4]1[n:5][c:6]([N:14]2[CH2:15][CH:16]([N:18]([CH2:19][CH2:20][CH3:21])[C:30]([c:25]3[n:24][c:23]([Cl:22])[c:27]([CH2:28][CH3:29])[nH:26]3)=[O:31])[CH2:17]2)[s:7][c:8]1[C:9](=[O:10])[O:11][CH2:12][CH3:13]. Reactants: Cc1cc(C(C)NCCN(Cc2ccc3c(c2)OCO3)C(=O)OC(C)(C)C)nc(-n2ccnc2)n1, ClCCl, O=C(O)C(F)(F)F. The product is Cc1cc(C(C)NCCNCc2ccc3c(c2)OCO3)nc(-n2ccnc2)n1. RXN SMILES: [C:1]([O:2][C:3](=[O:4])[N:7]([CH2:8][CH2:9][NH:10][CH:11]([CH3:12])[c:13]1[n:14][c:15](-[n:20]2[cH:21][n:22][cH:23][cH:24]2)[n:16][c:17]([CH3:19])[cH:18]1)[CH2:25][c:26]1[cH:27][c:28]2[c:29]([cH:33][cH:34]1)[O:30][CH2:31][O:32]2)([CH3:5])([CH3:6])[CH3:35].[Cl:36][CH2:37][Cl:38].[F:39][C:40]([F:41])([F:42])[C:43]([OH:44])=[O:45]>>[NH:7]([CH2:8][CH2:9][NH:10][CH:11]([CH3:12])[c:13]1[n:14][c:15](-[n:20]2[cH:21][n:22][cH:23][cH:24]2)[n:16][c:17]([CH3:19])[cH:18]1)[CH2:25][c:26]1[cH:27][c:28]2[c:29]([cH:33][cH:34]1)[O:30][CH2:31][O:32]2. Reactants: O=C([O-])[O-], CCCc1c(Cn2ccnc2-c2ncccc2F)ncn2nc(O)nc12, CC(C)I, [K+], [K+], CN(C)C=O, O. The product is CCCc1c(Cn2ccnc2-c2ncccc2F)ncn2nc(OC(C)C)nc12. Reaction SMILES: [C:27](=[O:28])([O-:29])[O-:30].[F:1][c:2]1[c:3](-[c:8]2[n:9]([CH2:13][c:14]3[c:15]([CH2:24][CH2:25][CH3:26])[c:16]4[n:17]([cH:18][n:19]3)[n:20][c:21]([OH:23])[n:22]4)[cH:10][cH:11][n:12]2)[n:4][cH:5][cH:6][cH:7]1.[I:33][CH:34]([CH3:35])[CH3:36].[K+:31].[K+:32].[O:38]=[CH:39][N:40]([CH3:41])[CH3:42].[OH2:37]>>[F:1][c:2]1[c:3](-[c:8]2[n:9]([CH2:13][c:14]3[c:15]([CH2:24][CH2:25][CH3:26])[c:16]4[n:17]([cH:18][n:19]3)[n:20][c:21]([O:23][CH:34]([CH3:35])[CH3:36])[n:22]4)[cH:10][cH:11][n:12]2)[n:4][cH:5][cH:6][cH:7]1. Starting materials: solution, C(C)(C)NC(C)C (diisopropyl amine), solution, [Li]CCCC (n-BuLi), N1=C(C)C=CC2=CC=CC=C12 (quinaldine), CI (MeI). Solvent: C1CCOC1 (THF). Reaction conditions: temperature -78 celsius, time 10 minute. The product is C(C)C1=NC2=CC=CC=C2C=C1 (2-Ethylquinoline). RXN SMILES: C(NC(C)C)(C)C.[Li][CH2:9][CH2:10][CH2:11][CH3:12].[N:13]1[C:23]2[C:18](=[CH:19][CH:20]=[CH:21][CH:22]=2)[CH:17]=CC=1C.CI>C1COCC1>[CH2:11]([C:10]1[CH:9]=[CH:17][C:18]2[C:23](=[CH:22][CH:21]=[CH:20][CH:19]=2)[N:13]=1)[CH3:12]. Reported procedure: To a 0.40 M solution of diisopropyl amine in THF at −10° C. was added slowly 1.0 equiv of a solution of n-BuLi (2.5 M/hexane). After 10 min, the mixture was cooled to −78° C. and 0.9 equiv of quinaldine was added dropwise. The red/orange solution was then stirred at 0° C. for 1 h. MeI was then added and the reaction was stirred at room temperature for 2 h. The reaction was quenched with aqueous NH4Cl solution, and then extracted with EtOAc. The organic phase was washed with H2O and brine. The so... Reactants: C(C)(=O)NC1=C(C=CC(=C1)Cl)[N+](=O)[O-] (N-acetyl-5-chloro-2-nitroaniline), [H-].[H-].[H-].[H-].[Li+].[Al+3] (LiAlH4), C(C)(=O)OCC (ethyl acetate), [Cl-].[Na+] (sodium chloride). The solvent is C1CCOC1 (THF), C1CCOC1 (THF). Reaction conditions: time 1 hour. Product: ClC=1C=CC(=C(NCC)C1)[N+](=O)[O-] (5-chloro-N-ethyl-2-nitroaniline). Yield: 40.6%. As a reaction SMILES: [C:1]([NH:4][C:5]1[CH:10]=[C:9]([Cl:11])[CH:8]=[CH:7][C:6]=1[N+:12]([O-:14])=[O:13])(=O)[CH3:2].[H-].[H-].[H-].[H-].[Li+].[Al+3].C(OCC)(=O)C.[Cl-].[Na+]>C1COCC1>[Cl:11][C:9]1[CH:8]=[CH:7][C:6]([N+:12]([O-:14])=[O:13])=[C:5]([CH:10]=1)[NH:4][CH2:1][CH3:2] |f:1.2.3.4.5.6,8.9|. Reported procedure: Under ice cooling, the solution of N-acetyl-5-chloro-2-nitroaniline (3 g) in THF (30 ml) was added dropwise to the suspension of LiAlH4 (0.53 g) in THF (50 ml) over 30 minutes. The mixture was stirred under ice cooling for 1 hour. Into the resulting reaction solution was added ice with caution, followed by addition of ethyl acetate and saturated sodium chloride solution, and then insoluble materials was filtered off. The ethyl acetate layer was separated, washed with water and saturated sodium c... Reactants: O=C([O-])[O-], CCOC(=O)C(F)Br, CC(=O)N(c1ccc(Cl)cc1)C1CC(C)N(C(=O)c2ccc(O)cc2)c2ccccc21, [Cs+], [Cs+], CN(C)C=O. Yields the product CCOC(=O)C(F)Oc1ccc(C(=O)N2c3ccccc3C(N(C(C)=O)c3ccc(Cl)cc3)CC2C)cc1. As a reaction SMILES: [C:32](=[O:33])([O-:34])[O-:35].[CH2:38]([CH3:39])[O:40][C:41]([CH:42]([F:43])[Br:44])=[O:45].[Cl:1][c:2]1[cH:3][cH:4][c:5]([N:8]([C:9]([CH3:10])=[O:11])[CH:12]2[CH2:13][CH:14]([CH3:31])[N:15]([C:22]([c:23]3[cH:24][cH:25][c:26]([OH:29])[cH:27][cH:28]3)=[O:30])[c:16]3[cH:17][cH:18][cH:19][cH:20][c:21]32)[cH:6][cH:7]1.[Cs+:36].[Cs+:37].[O:46]=[CH:47][N:48]([CH3:49])[CH3:50]>>[Cl:1][c:2]1[cH:3][cH:4][c:5]([N:8]([C:9]([CH3:10])=[O:11])[CH:12]2[CH2:13][CH:14]([CH3:31])[N:15]([C:22]([c:23]3[cH:24][cH:25][c:26]([O:29][CH:42]([C:41]([O:40][CH2:38][CH3:39])=[O:45])[F:43])[cH:27][cH:28]3)=[O:30])[c:16]3[cH:17][cH:18][cH:19][cH:20][c:21]32)[cH:6][cH:7]1.